Dataset: the Open Reaction Database (ORD), a public repository of structured organic reaction records. Task: describe an organic reaction: reactants, conditions, products, and yield The reactants are CC1=NN=C2N1N=CC=C2CC (3-methyl-8-ethyl-1,2,4-triazolo[4,3-b]pyridazine), O (water), BrN1C(CCC1=O)=O (N-bromosuccinimide), C(C1=CC=CC=C1)(=O)OOC(C1=CC=CC=C1)=O (benzoylperoxide). The solvent is C(Cl)(Cl)(Cl)Cl (carbon tetrachloride). Run at time 45 minute. Product: BrC(C)C=1C=2N(N=CC1)C(=NN2)C (8-(1-bromoethyl)-3-methyl-1,2,4-triazolo[4,3-b]pyridazine). RXN SMILES: [CH3:1][C:2]1[N:6]2[N:7]=[CH:8][CH:9]=[C:10]([CH2:11][CH3:12])[C:5]2=[N:4][N:3]=1.[Br:13]N1C(=O)CCC1=O.C(OOC(=O)C1C=CC=CC=1)(=O)C1C=CC=CC=1.O>C(Cl)(Cl)(Cl)Cl>[Br:13][CH:11]([C:10]1[C:5]2[N:6]([C:2]([CH3:1])=[N:3][N:4]=2)[N:7]=[CH:8][CH:9]=1)[CH3:12]. Procedure: A mixture of crude 3-methyl-8-ethyl-1,2,4-triazolo[4,3-b]pyridazine (0.6 g) was dissolved in anhydrous carbon tetrachloride (40 ml) and N-bromosuccinimide (0.66 g) with a catalytic amount of benzoylperoxide. The total mixture was stirred at room temperature for 45 minutes and then boiled under reflux for 2 hours. The solvent was eliminated at reduced pressure and water (100 ml) was added to the residual oil. The product was extracted with ethyl acetate. The organic layer was washed with 5% aqueo... Starting materials: [Si](C)(C)(C(C)(C)C)O[C@@H]1C[C@H](N(C1)C(=O)OCC1=CC=C(C=C1)[N+](=O)[O-])CSC(F)F ((2S,4R)-4-t-butyldimethylsilyloxy-2-(difluoromethyl)thiomethyl-1-(4-nitrobenzyloxycarbonyl)pyrrolidine), Cl (hydrochloric acid). Solvent: CO (methanol). Run at time 1 hour. Product: FC(SC[C@H]1N(C[C@@H](C1)O)C(=O)OCC1=CC=C(C=C1)[N+](=O)[O-])F ((2S,4R)-2-(difluoromethyl)thiomethyl-4-hydroxy-1-(4-nitrobenzyloxycarbonyl)pyrrolidine). Yield: 99.6%. As a reaction SMILES: [Si]([O:8][C@H:9]1[CH2:13][N:12]([C:14]([O:16][CH2:17][C:18]2[CH:23]=[CH:22][C:21]([N+:24]([O-:26])=[O:25])=[CH:20][CH:19]=2)=[O:15])[C@H:11]([CH2:27][S:28][CH:29]([F:31])[F:30])[CH2:10]1)(C(C)(C)C)(C)C.Cl>CO>[F:31][CH:29]([F:30])[S:28][CH2:27][C@@H:11]1[CH2:10][C@@H:9]([OH:8])[CH2:13][N:12]1[C:14]([O:16][CH2:17][C:18]1[CH:23]=[CH:22][C:21]([N+:24]([O-:26])=[O:25])=[CH:20][CH:19]=1)=[O:15]. Reported procedure: To a solution of (2S,4R)-4-t-butyldimethylsilyloxy-2-(difluoromethyl)thiomethyl-1-(4-nitrobenzyloxycarbonyl)pyrrolidine (1.36 g) in methanol (30 ml) was added conc. hydrochloric acid (0.47 ml) at ambient temperature and the mixture was stirred at the same temperature for 1 hour. The reaction mixture was concentrated under reduced pressure. The resulting residue was dissolved in ethyl acetate (50 ml). The solution was washed in turn with saturated aqueous sodium hydrogen carbonate and saturated a...